From a dataset of the Open Reaction Database (ORD), a public repository of structured organic reaction records. describe an organic reaction: reactants, conditions, products, and yield Reactants: resultant mixture, ClC=1C=CC(=C(C1)C1=NN(C=C1C#CC1=CC=C(C=C1)NC(=O)[C@@H]1NCCCC1)CCO)O (Piperidine-2(R)-carboxylic acid {4-[3-(5-chloro-2-hydroxy-phenyl)-1-(2-hydroxy-ethyl)-1H-pyrazol-4-ylethynyl]-phenyl}-amide), N([C@@H](CC1=CC=CC=C1)C(=O)O)(C)C(=O)OC(C)(C)C (BOC-N-Me-Phe-OH), C(C)(C)N=C=NC(C)C (Diisopropylcarbodiimide), C1CCOC1 (THF). The solvent is O (Water). Run at time 8 hour. Product: C(C)(C)(C)OC(N(C)[C@H](C(=O)N1[C@H](CCCC1)C(NC1=CC=C(C=C1)C#CC=1C(=NN(C1)CCO)C1=C(C=CC(=C1)Cl)O)=O)CC1=CC=CC=C1)=O ([1(S)-Benzyl-2-(2(R)-{4-[3-(5-chloro-2-hydroxy-phenyl)-1-(2-hydroxy-ethyl)-1H-pyrazol-4-ylethynyl]-phenylcarbamoyl}-piperidin-1-yl)-2-oxo-ethyl]-methyl-carbamic acid tert-butyl ester). Isolated yield 42.4%. RXN SMILES: [Cl:1][C:2]1[CH:3]=[CH:4][C:5]([OH:33])=[C:6]([C:8]2[C:12]([C:13]#[C:14][C:15]3[CH:20]=[CH:19][C:18]([NH:21][C:22]([C@H:24]4[CH2:29][CH2:28][CH2:27][CH2:26][NH:25]4)=[O:23])=[CH:17][CH:16]=3)=[CH:11][N:10]([CH2:30][CH2:31][OH:32])[N:9]=2)[CH:7]=1.[N:34]([C:47]([O:49][C:50]([CH3:53])([CH3:52])[CH3:51])=[O:48])([CH3:46])[C@H:35]([C:43](O)=[O:44])[CH2:36][C:37]1[CH:42]=[CH:41][CH:40]=[CH:39][CH:38]=1.C1COCC1.C(N=C=NC(C)C)(C)C>O>[C:50]([O:49][C:47](=[O:48])[N:34]([C@@H:35]([CH2:36][C:37]1[CH:42]=[CH:41][CH:40]=[CH:39][CH:38]=1)[C:43]([N:25]1[CH2:26][CH2:27][CH2:28][CH2:29][C@@H:24]1[C:22](=[O:23])[NH:21][C:18]1[CH:17]=[CH:16][C:15]([C:14]#[C:13][C:12]2[C:8]([C:6]3[CH:7]=[C:2]([Cl:1])[CH:3]=[CH:4][C:5]=3[OH:33])=[N:9][N:10]([CH2:30][CH2:31][OH:32])[CH:11]=2)=[CH:20][CH:19]=1)=[O:44])[CH3:46])([CH3:53])([CH3:51])[CH3:52]. Procedure: To a mixture of compound 5A (6.50 g, 13.98 mmol) and BOC-N-Me-Phe-OH (6A, 9.76 g, 34.94 mmol) was added anhydrous THF (350 mL) and the resultant mixture was stirred at rt for 10 min. Diisopropylcarbodiimide (DIPC, 5.41 mL, 34.94 mmol) was added slowly at rt. The reaction mixture was stirred at rt overnight. Water (˜10 mL) was added to the above mixture and the reaction mixture was stirred at rt for 3 hour. Solvent was removed and the residua were dissolved in ethyl acetate. It was filtered to re... Starting materials: BrC1=CC=CC(=N1)C(=O)C1=NC(=CC=C1)Br (di(6-bromo-2-pyridyl)ketone), [Cl-].[NH4+] (ammonium chloride), C[Mg]Cl (methylmagnesium chloride), C(C)O (ethanol). Solvent: C1CCOC1 (THF), C1CCOC1 (THF). Run at temperature 0 celsius. Yields the product BrC1=CC=CC(=N1)C(C)(O)C1=NC(=CC=C1)Br (1,1-Bis(6-bromo-2-pyridyl)ethan-1-ol). Yield: 98.6%. As a reaction SMILES: C[Mg]Cl.[Br:4][C:5]1[N:10]=[C:9]([C:11]([C:13]2[CH:18]=[CH:17][CH:16]=[C:15]([Br:19])[N:14]=2)=[O:12])[CH:8]=[CH:7][CH:6]=1.[CH2:20](O)C.[Cl-].[NH4+]>C1COCC1>[Br:19][C:15]1[N:14]=[C:13]([C:11]([C:9]2[CH:8]=[CH:7][CH:6]=[C:5]([Br:4])[N:10]=2)([OH:12])[CH3:20])[CH:18]=[CH:17][CH:16]=1 |f:3.4|. Reported procedure: 113 ml (340 mmol) of a 3M methylmagnesium chloride solution in THF were added dropwise with vigorous stirring to a suspension, cooled to −78° C., of 102.6 g (300 mmol) of di(6-bromo-2-pyridyl)ketone in 1000 ml of THF at such a rate that a temperature of −60° C. was not exceeded. When the addition was complete, the mixture was stirred for a further 30 min., then 50 ml of ethanol were added dropwise, the mixture was warmed to 0° C., and 60 ml of semi-saturated ammonium chloride solution were added... Reactants: test compound, C(C(CO)(CO)N)O.Cl (Tris HCl), tritium, CCNC(=O)[C@@H]1[C@H]([C@H]([C@@H](O1)N2C=NC3=C2N=C(N=C3N)NCCC=4C=CC(=CC4)CCC(=O)O)O)O (CGS-21680). Solvent: CS(=O)C (dimethylsulfoxide). Run at time 120 minute. The product is [C@@H]1([C@H](O)[C@H](O)[C@@H](CO)O1)N1C=NC=2C(N)=NC=NC12 (Adenosine). Reaction SMILES: CCN[C:4]([C@H:6]1[O:10][C@@H:9]([N:11]2[C:15]3[N:16]=[C:17](NCCC4C=CC(CCC(O)=O)=CC=4)[N:18]=[C:19]([NH2:20])[C:14]=3[N:13]=[CH:12]2)[C@H:8]([OH:35])[C@@H:7]1[OH:36])=[O:5].C(O)C(N)(CO)CO.Cl>CS(C)=O>[C@@H:9]1([N:11]2[C:15]3[N:16]=[CH:17][N:18]=[C:19]([NH2:20])[C:14]=3[N:13]=[CH:12]2)[O:10][C@H:6]([CH2:4][OH:5])[C@@H:7]([OH:36])[C@H:8]1[OH:35] |f:1.2|. Procedure details: To 100 μl of the purified cell suspension, 80 μL of tritium-labeled CGS-21680 {3H-2-[p-(2-carboxyethyl)phenethylamino]-5′-(N-ethylcarbox amido)adenosine: 40 Ci/mmol; New England Nuclear [The Journal of Pharmacology and Experimental Therapeutics, Vol. 251, p. 888, 1989]} (final concentration of 6.0 mmol/L), and 20 μL of the test compound solution (dimethylsulfoxide solution of test compound diluted with Tris HCl buffer) are added. The mixture is allowed to stand at 25° C. for 120 minutes, followe...